This data is from the Open Reaction Database (ORD), a public repository of structured organic reaction records. The task is: describe an organic reaction: reactants, conditions, products, and yield RXN SMILES: [CH2:40]1[O:41][CH2:42][CH2:43][CH2:44]1.[CH3:1][O:2][C:3]([c:4]1[c:5]([CH2:10][c:11]2[c:12]([NH:19][C:20]([CH:21]([CH2:22][CH:23]([CH3:24])[CH3:25])[c:26]3[cH:27][cH:28][cH:29][c:30]4[cH:31][cH:32][cH:33][cH:34][c:35]34)=[O:36])[cH:13][c:14]([C:17]#[N:18])[cH:15][cH:16]2)[cH:6][cH:7][cH:8][cH:9]1)=[O:37].[CH3:45][OH:46].[Na+:39].[OH-:38]>>[O:2]=[C:3]([c:4]1[c:5]([CH2:10][c:11]2[c:12]([NH:19][C:20]([CH:21]([CH2:22][CH:23]([CH3:24])[CH3:25])[c:26]3[cH:27][cH:28][cH:29][c:30]4[cH:31][cH:32][cH:33][cH:34][c:35]34)=[O:36])[cH:13][c:14]([C:17]#[N:18])[cH:15][cH:16]2)[cH:6][cH:7][cH:8][cH:9]1)[OH:37]. The product is CC(C)CC(C(=O)Nc1cc(C#N)ccc1Cc1ccccc1C(=O)O)c1cccc2ccccc12. Reactants: C1CCOC1, COC(=O)c1ccccc1Cc1ccc(C#N)cc1NC(=O)C(CC(C)C)c1cccc2ccccc12, CO, [Na+], [OH-].